From a dataset of the Open Reaction Database (ORD), a public repository of structured organic reaction records. describe an organic reaction: reactants, conditions, products, and yield Starting materials: C(C1=CC=CC=C1)OCC(=O)N=C=S (2-(Benzyloxy)ethanoyl isothiocyanate), C(C1=CC=CC=C1)OCC(=O)Cl (2-(benzyloxy)ethanoyl chloride), COC=1C=C2C(=CC=NC2=CC1OC)OC1=CC(=C(N)C=C1)F (4-[(6,7-Dimethoxy-4-quinolyl)oxy]-2-fluoroaniline), C1(=CC=CC=C1)C (toluene). Run in C(C)O (ethanol), C(C)O (ethanol). Reaction conditions: time 2 hour. Yields the product C(C1=CC=CC=C1)OCC(=O)N=C=S (2-(Benzyloxy)ethanoyl isothiocyanate), C(C1=CC=CC=C1)OCC(=O)NC(=S)NC1=C(C=C(C=C1)OC1=CC=NC2=CC(=C(C=C12)OC)OC)F (N-[2-(Benzyloxy)acetyl]-N′-{4-[(6,7-dimethoxy-4-quinolyl)oxy]-2-fluorophenyl}thiourea). The yield is 43.0%. Reaction SMILES: C(OCC(Cl)=O)C1C=CC=CC=1.[CH2:13]([O:20][CH2:21][C:22]([N:24]=[C:25]=[S:26])=[O:23])[C:14]1[CH:19]=[CH:18][CH:17]=[CH:16][CH:15]=1.[CH3:27][O:28][C:29]1[CH:30]=[C:31]2[C:36](=[CH:37][C:38]=1[O:39][CH3:40])[N:35]=[CH:34][CH:33]=[C:32]2[O:41][C:42]1[CH:48]=[CH:47][C:45]([NH2:46])=[C:44]([F:49])[CH:43]=1.C1(C)C=CC=CC=1>C(O)C>[CH2:13]([O:20][CH2:21][C:22]([N:24]=[C:25]=[S:26])=[O:23])[C:14]1[CH:19]=[CH:18][CH:17]=[CH:16][CH:15]=1.[CH2:13]([O:20][CH2:21][C:22]([NH:24][C:25]([NH:46][C:45]1[CH:47]=[CH:48][C:42]([O:41][C:32]2[C:31]3[C:36](=[CH:37][C:38]([O:39][CH3:40])=[C:29]([O:28][CH3:27])[CH:30]=3)[N:35]=[CH:34][CH:33]=2)=[CH:43][C:44]=1[F:49])=[S:26])=[O:23])[C:14]1[CH:19]=[CH:18][CH:17]=[CH:16][CH:15]=1. Procedure: 2-(Benzyloxy)ethanoyl isothiocyanate was prepared using commercially available 2-(benzyloxy)ethanoyl chloride (80 mg) as a starting compound according to the description of the literature. 2-(Benzyloxy)ethanoyl isothiocyanate was dissolved in ethanol (1 ml) to prepare a solution. 4-[(6,7-Dimethoxy-4-quinolyl)oxy]-2-fluoroaniline (50 mg), toluene (5 ml), and ethanol (1 ml) were added to the solution, and the mixture was stirred at room temperature for 2 hr. The reaction solution was concentrated,... Reactants: OC1=CC=C(C=C1)CCC(=O)Cl (3-(4-hydroxyphenyl)propanoyl chloride), C1CCOC1 (THF), EtOAc-hexanes, N1=C(C=CC=C1)C1=CN=CO1 (5-(2-pyridyl)oxazole), [Li]CCCC (n-BuLi), hexanes, C1CCOC1 (THF), C1CCOC1 (THF), EtOAc-hexanes. Reagents/catalysts: [Cu]I (CuI), [Cl-].[Cl-].[Zn+2] (ZnCl2). Reaction conditions: temperature -78 celsius, time 35 minute. Product: O=C(CCC1=CC=C(C=C1)OCC1=CC=CC=C1)C=1OC(=CN1)C1=NC=CC=C1 (1-Oxo-1-[5-(2-pyridyl)oxazol-2-yl]-3-(4-(benzyloxy)phenyl)propane). The yield is 33.0%. RXN SMILES: [N:1]1[CH:6]=[CH:5][CH:4]=[CH:3][C:2]=1[C:7]1[O:11][CH:10]=[N:9][CH:8]=1.[Li][CH2:13][CH2:14][CH2:15][CH3:16].[OH:17][C:18]1[CH:23]=[CH:22][C:21]([CH2:24][CH2:25][C:26](Cl)=[O:27])=[CH:20][CH:19]=1.[CH2:29]1[CH2:33]OC[CH2:30]1>[Cl-].[Cl-].[Zn+2].[Cu]I>[O:27]=[C:26]([C:10]1[O:11][C:7]([C:2]2[CH:3]=[CH:4][CH:5]=[CH:6][N:1]=2)=[CH:8][N:9]=1)[CH2:25][CH2:24][C:21]1[CH:22]=[CH:23][C:18]([O:17][CH2:16][C:15]2[CH:33]=[CH:29][CH:30]=[CH:13][CH:14]=2)=[CH:19][CH:20]=1 |f:4.5.6|. Reported procedure: A solution of 5-(2-pyridyl)oxazole (Saikachi, H., et al. Chem. Pharm. Bull. 1969, 27, 793-796; 116 mg, 0.794 mmol) in anhydrous THF (4 mL) at −78° C. was treated dropwise with a solution of n-BuLi in hexanes (1.6 M, 0.64 mL, 0.953 mmol) under N2 and the resulting solution was stirred at −78° C. for 35 min. A solution of ZnCl2 in THF (0.5 M, 1.9 mL, 1.56 mmol) was added and the mixture was allowed to warm to 0° C. After stirring at 0° C. for 45 min, CuI (160 mg, 0.840 mmol) was added. After the m...